This data is from the Open Reaction Database (ORD), a public repository of structured organic reaction records. The task is: describe an organic reaction: reactants, conditions, products, and yield Reactants: COC(CNCC(C1=C(C(=CC=C1)N)O)=O)=O (methyl[(3-amino-2-hydroxybenzoyl)methylamino]acetate), COC=1C(C(C1OC)=O)=O (3,4-dimethoxy-3-cyclobutene-1.2-dione). Conditions: time 24 hour. Yields the product OC1=C(C(=O)CNCC(=O)OC)C=CC=C1NC1=C(C(C1=O)=O)OC (methyl {[2-hydroxy-3-(2-methoxy-3,4-dioxocyclobut-1-enylamino)benzoyl]methylamino}acetate). Isolated yield 61.1%. Reaction SMILES: [CH3:1][O:2][C:3](=[O:17])[CH2:4][NH:5][CH2:6][C:7](=[O:16])[C:8]1[CH:13]=[CH:12][CH:11]=[C:10]([NH2:14])[C:9]=1[OH:15].[CH3:18][O:19][C:20]1[C:21](=O)[C:22](=[O:26])[C:23]=1[O:24]C>>[OH:15][C:9]1[C:10]([NH:14][C:21]2[C:22](=[O:26])[C:23](=[O:24])[C:20]=2[O:19][CH3:18])=[CH:11][CH:12]=[CH:13][C:8]=1[C:7]([CH2:6][NH:5][CH2:4][C:3]([O:2][CH3:1])=[O:17])=[O:16]. Procedure details: A mixture of 3.92 g (16.4 mmol, 1 eq) of methyl[(3-amino-2-hydroxybenzoyl)methylamino]acetate and 4.68 g (32.9 mmol, 1 eq) of 3,4-dimethoxy-3-cyclobutene-1.2-dione was stirred at ambient temperature for 24 hours. The solvent was evaporated off and the residue was chromatographed on silica gel (200 g prepacked column, eluent 20/80 then 0/100 heptane/ethyl acetate). 3.49 g of methyl {[2-hydroxy-3-(2-methoxy-3,4-dioxocyclobut-1-enylamino)benzoyl]methylamino}acetate were obtained in the form of a wh... Starting materials: CC(C)(C)OC(=O)N1CCC(Oc2ccc(C#N)cc2)CC1, Fc1cccc(OC2CCNCC2)c1. Product: N#Cc1ccc(OC2CCNCC2)cc1. RXN SMILES: [C:1](#[N:2])[c:3]1[cH:4][cH:5][c:6]([O:9][CH:10]2[CH2:11][CH2:12][N:13]([C:16]([O:17][C:18]([CH3:19])([CH3:20])[CH3:21])=[O:22])[CH2:14][CH2:15]2)[cH:7][cH:8]1.[F:23][c:24]1[cH:25][c:26]([O:27][CH:28]2[CH2:29][CH2:30][NH:31][CH2:32][CH2:33]2)[cH:34][cH:35][cH:36]1>>[C:1](#[N:2])[c:3]1[cH:4][cH:5][c:6]([O:9][CH:10]2[CH2:11][CH2:12][NH:13][CH2:14][CH2:15]2)[cH:7][cH:8]1. Starting materials: BrC1=C(N=C(N1)C)[N+](=O)[O-] (5-bromo-2-methyl-4-nitroimidazole), C1(=C(C(=CC(=C1)C)C)OB(O)O)C (mesitylboric acid), O.O.O.O.O.O.O.O.[OH-].[Ba+2].[OH-] (barium hydroxide octahydrate). Reagents/catalysts: C=1C=CC(=CC1)[P](C=2C=CC=CC2)(C=3C=CC=CC3)[Pd]([P](C=4C=CC=CC4)(C=5C=CC=CC5)C=6C=CC=CC6)([P](C=7C=CC=CC7)(C=8C=CC=CC8)C=9C=CC=CC9)[P](C=1C=CC=CC1)(C=1C=CC=CC1)C=1C=CC=CC1 (Pd(PPh3)4). The solvent is COC(C)OC (2,2-dimethoxyethane), O (water). The product is C1(=C(C(=CC(=C1)C)C)N1C(=NC(=C1)[N+](=O)[O-])C)C (Mesityl-2-methyl-4-nitro-1H-imidazole). The yield is 70.8%. As a reaction SMILES: Br[C:2]1[NH:6][C:5]([CH3:7])=[N:4][C:3]=1[N+:8]([O-:10])=[O:9].[C:11]1([CH3:23])[CH:16]=[C:15]([CH3:17])[CH:14]=[C:13]([CH3:18])[C:12]=1OB(O)O.O.O.O.O.O.O.O.O.[OH-].[Ba+2].[OH-]>COC(OC)C.O.C1C=CC([P]([Pd]([P](C2C=CC=CC=2)(C2C=CC=CC=2)C2C=CC=CC=2)([P](C2C=CC=CC=2)(C2C=CC=CC=2)C2C=CC=CC=2)[P](C2C=CC=CC=2)(C2C=CC=CC=2)C2C=CC=CC=2)(C2C=CC=CC=2)C2C=CC=CC=2)=CC=1>[C:11]1([CH3:23])[CH:16]=[C:15]([CH3:17])[CH:14]=[C:13]([CH3:18])[C:12]=1[N:6]1[CH:2]=[C:3]([N+:8]([O-:10])=[O:9])[N:4]=[C:5]1[CH3:7] |f:2.3.4.5.6.7.8.9.10.11.12,^1:45,47,66,85|. Procedure: A solution of 5-bromo-2-methyl-4-nitroimidazole (5.0 g, 24 mmol), mesitylboric acid (3.96 g, 24 mmol), Pd(PPh3)4 (1.4 g, 1.2 mmol) and barium hydroxide octahydrate (19.1 g, 61 mmol) in 2,2-dimethoxyethane (150 mL) and water (25 mL) was heated at reflux for four hours. After filtered through Celite, the filtrate was diluted with ethyl acetate, washed with brine, dried over anhydrous magnesium sulfate and evaporated. The resulting crystals were washed with ethyl acetate, to give the title compound... Reactants: CC(C#C)(C)OC=1C=C2C=CC=NC2=CC1 (6-[(1,1-dimethyl-2-propynyl)oxy]quinoline). The solvent is ClC1=C(C=CC=C1)Cl (1,2-dichlorobenzene). Yields the product CC1(C=CC2=C3C=CC=NC3=CC=C2O1)C (3,3-Dimethyl-3H-pyrano[3,2-f]quinoline). Reaction SMILES: [CH3:1][C:2]([O:6][C:7]1[CH:8]=[C:9]2[C:14](=[CH:15][CH:16]=1)[N:13]=[CH:12][CH:11]=[CH:10]2)([CH3:5])[C:3]#[CH:4]>ClC1C=CC=CC=1Cl>[CH3:5][C:2]1([CH3:1])[O:6][C:7]2[C:8](=[C:9]3[C:14](=[CH:15][CH:16]=2)[N:13]=[CH:12][CH:11]=[CH:10]3)[CH:4]=[CH:3]1. Procedure: A solution of 6-[(1,1-dimethyl-2-propynyl)oxy]quinoline (16.7 mmol) in 1,2-dichlorobenzene (10 mL) was stirred at 180° C. for 1 hour. Upon the completion of the reaction, the solvent was distilled off, and the residue was recrystallized from hexane-ethyl acetate to obtain the aimed compound (2-steps, quant.). The reactants are CS(=O)(=O)O[C@H]1C[C@@H](O[C@@H]1COS(=O)(=O)C)N1C(=O)NC(=O)C(C)=C1 (3',5'-Di-O-(methanesulfonyl)thymidine), [OH-].[Na+] (sodium hydroxide), Cl (hydrochloric acid). The solvent is O (water). Product: [C@@H]1(C[C@@H]2[C@H](O1)CO2)N2C(=O)NC(=O)C(C)=C2 (1-(3,5-Anhydro-2-deoxy-β-D-threo-pentofuranosyl)thymine). Reaction SMILES: CS(O[C@@H:6]1[C@@H:10]([CH2:11][O:12]S(C)(=O)=O)[O:9][C@@H:8]([N:17]2[CH:25]=[C:23]([CH3:24])[C:21](=[O:22])[NH:20][C:18]2=[O:19])[CH2:7]1)(=O)=O.[OH-].[Na+].Cl>O>[C@@H:8]1([N:17]2[CH:25]=[C:23]([CH3:24])[C:21](=[O:22])[NH:20][C:18]2=[O:19])[O:9][C@@H:10]2[CH2:11][O:12][C@@H:6]2[CH2:7]1 |f:1.2|. Reported procedure: 3',5'-Di-O-(methanesulfonyl)thymidine (248 g, 0.62M) was added in portions to a stirred solution of sodium hydroxide (74.7 g, 1.87M) in water (1.6 L). On addition 3 the reaction mixture became a yellow-orange solution. This stirred solution was then heated to reflux for 2 hr. Once the reaction mixture had cooled to room temperature, 6N hydrochloric acid (100 mL) was added. The reaction mixture was concentrated in vacuo by removing 1.3 L of water. The resulting slurry was cooled in an ice bath fo... The reactants are ClC1=CC=CC=2N1N=C(C2C(C)=O)C2=CC=NC=C2 (1-[7-chloro-2-(4-pyridinyl)pyrazolo[1,5-a]pyridin-3-yl]ethanone), C([O-])([O-])=O.[Cs+].[Cs+] (cesium carbonate), C1(CCCC1)N (cyclopentylamine), C(C)(=O)OCC (ethyl acetate). Reagents/catalysts: C(C)(=O)[O-].[Pd+2].C(C)(=O)[O-] (palladium (II) acetate), C1(=CC=CC=C1)P(C1=C(C2=CC=CC=C2C=C1)C1=C(C=CC2=CC=CC=C12)P(C1=CC=CC=C1)C1=CC=CC=C1)C1=CC=CC=C1 (rac-2,2′-bis(diphenylphosphino)-1,1′-binaphthyl). Run in C1(=CC=CC=C1)C (toluene), O (water). Reaction conditions: temperature 90 celsius, time 24 hour. Product: C1(CCCC1)NC1=CC=CC=2N1N=C(C2C(C)=O)C2=CC=NC=C2 (1-[7-(cyclopentylamino)-2-(4-pyridinyl)pyrazolo[1,5-a]pyridin-3-yl]ethanone). Isolated yield 79.9%. Reaction SMILES: Cl[C:2]1[N:7]2[N:8]=[C:9]([C:14]3[CH:19]=[CH:18][N:17]=[CH:16][CH:15]=3)[C:10]([C:11](=[O:13])[CH3:12])=[C:6]2[CH:5]=[CH:4][CH:3]=1.C(=O)([O-])[O-].[Cs+].[Cs+].[CH:26]1([NH2:31])[CH2:30][CH2:29][CH2:28][CH2:27]1.C(OCC)(=O)C>C1(C)C=CC=CC=1.C([O-])(=O)C.[Pd+2].C([O-])(=O)C.C1(P(C2C=CC=CC=2)C2C=CC3C(=CC=CC=3)C=2C2C3C(=CC=CC=3)C=CC=2P(C2C=CC=CC=2)C2C=CC=CC=2)C=CC=CC=1.O>[CH:26]1([NH:31][C:2]2[N:7]3[N:8]=[C:9]([C:14]4[CH:19]=[CH:18][N:17]=[CH:16][CH:15]=4)[C:10]([C:11](=[O:13])[CH3:12])=[C:6]3[CH:5]=[CH:4][CH:3]=2)[CH2:30][CH2:29][CH2:28][CH2:27]1 |f:1.2.3,7.8.9|. Procedure details: To a solution of 1-[7-chloro-2-(4-pyridinyl)pyrazolo[1,5-a]pyridin-3-yl]ethanone (0.68 g, 2.5 mmol) in toluene (10 mL) was added successively rac-2,2′-bis(diphenylphosphino)-1,1′-binaphthyl (100 mg, 0.15 mmol), cesium carbonate (1.2 g, 3.8 mmol), cyclopentylamine (1.5 mL, 12.5 mmol), and palladium (II) acetate (25 mg, 0.1 mmol). The resulting mixture was stirred at 90° C. for 24 hours, at which time the reaction was judged complete by thin layer chromatography. The solution was cooled to room te... Procedure details: (S)-3-(hydroxymethyl)-6a,7,8,9-tetrahydropyrido[3,2-e]pyrrolo[1,2-a]pyrazin-6(5H)-one (100 mg, 0.456 mmol), 3-chloro-N-ethyl-4-(piperazin-1-yl)benzamide hydrochloride (139 mg, 0.456 mmol), (cyanomethyl)trimethylphosphonium iodide (166 mg, 0.684 mmol) and N,N-diisopropylethylamine (0.398 ml, 2.281 mmol) were suspended in propiononitrile (Volume: 1.370 ml) and heated in a closed vial at 90-120° C. for 4 h. The reaction mixture became a dark brown solution. It was cooled to room temperature, concen... The yield is 35.3%. Product: ClC=1C=C(C(=O)NCC)C=CC1N1CCN(CC1)CC1=CC=2NC([C@H]3N(C2N=C1)CCC3)=O ((S)-3-chloro-N-ethyl-4-(4-((6-oxo-5,6,6a,7,8,9-hexahydropyrido[3,2-e]pyrrolo[1,2-a]pyrazin-3-yl)methyl)piperazin-1-yl)benzamide). Conditions: temperature 105 celsius. Reactants: OCC1=CC=2NC([C@H]3N(C2N=C1)CCC3)=O ((S)-3-(hydroxymethyl)-6a,7,8,9-tetrahydropyrido[3,2-e]pyrrolo[1,2-a]pyrazin-6(5H)-one), C(C)(C)N(C(C)C)CC (N,N-diisopropylethylamine), Cl.ClC=1C=C(C(=O)NCC)C=CC1N1CCNCC1 (3-chloro-N-ethyl-4-(piperazin-1-yl)benzamide hydrochloride), [I-].C(#N)C[P+](C)(C)C ((cyanomethyl)trimethylphosphonium iodide). As a reaction SMILES: O[CH2:2][C:3]1[CH:12]=[N:11][C:10]2[N:9]3[CH2:13][CH2:14][CH2:15][C@H:8]3[C:7](=[O:16])[NH:6][C:5]=2[CH:4]=1.Cl.[Cl:18][C:19]1[CH:20]=[C:21]([CH:27]=[CH:28][C:29]=1[N:30]1[CH2:35][CH2:34][NH:33][CH2:32][CH2:31]1)[C:22]([NH:24][CH2:25][CH3:26])=[O:23].[I-].C(C[P+](C)(C)C)#N.C(N(CC)C(C)C)(C)C>C(#N)CC>[Cl:18][C:19]1[CH:20]=[C:21]([CH:27]=[CH:28][C:29]=1[N:30]1[CH2:31][CH2:32][N:33]([CH2:2][C:3]2[CH:12]=[N:11][C:10]3[N:9]4[CH2:13][CH2:14][CH2:15][C@H:8]4[C:7](=[O:16])[NH:6][C:5]=3[CH:4]=2)[CH2:34][CH2:35]1)[C:22]([NH:24][CH2:25][CH3:26])=[O:23] |f:1.2,3.4|. Solvent: C(CC)#N (propiononitrile). Reactants: O=C(NC(Cc1ccccc1)C(O)CN(OC1CCCCC1)S(=O)(=O)c1ccc([N+](=O)[O-])cc1)OC1COC2OCCC12, CCO, CCOC(C)=O, [H][H]. The product is Nc1ccc(S(=O)(=O)N(CC(O)C(Cc2ccccc2)NC(=O)OC2COC3OCCC23)OC2CCCCC2)cc1. RXN SMILES: [CH2:1]([c:2]1[cH:3][cH:4][cH:5][cH:6][cH:7]1)[CH:8]([CH:9]([CH2:10][N:11]([S:12](=[O:13])(=[O:14])[c:15]1[cH:16][cH:17][c:18]([N+:21]([O-:22])=[O:23])[cH:19][cH:20]1)[O:24][CH:25]1[CH2:26][CH2:27][CH2:28][CH2:29][CH2:30]1)[OH:31])[NH:32][C:33]([O:34][CH:35]1[CH2:36][O:37][CH:38]2[O:39][CH2:40][CH2:41][CH:42]12)=[O:43].[CH3:44][CH2:45][OH:46].[CH3:49][CH2:50][O:51][C:52](=[O:53])[CH3:54].[H:47][H:48]>>[CH2:1]([c:2]1[cH:3][cH:4][cH:5][cH:6][cH:7]1)[CH:8]([CH:9]([CH2:10][N:11]([S:12](=[O:13])(=[O:14])[c:15]1[cH:16][cH:17][c:18]([NH2:21])[cH:19][cH:20]1)[O:24][CH:25]1[CH2:26][CH2:27][CH2:28][CH2:29][CH2:30]1)[OH:31])[NH:32][C:33]([O:34][CH:35]1[CH2:36][O:37][CH:38]2[O:39][CH2:40][CH2:41][CH:42]12)=[O:43].